Dataset: the Open Reaction Database (ORD), a public repository of structured organic reaction records. Task: describe an organic reaction: reactants, conditions, products, and yield Starting materials: FC1(C(C1)(C)C1=CC=C(C=C1)OC)F (p-(2,2-difluoro-1-methylcyclopropyl)anisole), B(Br)(Br)Br (boron tribromide), ( c ). The solvent is C(CCl)Cl (ethylene dichloride). The product is FC1(C(C1)(C)C1=CC=C(C=C1)O)F (p-(2,2-Difluoro-1-methylcyclopropyl)phenol). RXN SMILES: [F:1][C:2]1([F:14])[CH2:4][C:3]1([C:6]1[CH:11]=[CH:10][C:9]([O:12]C)=[CH:8][CH:7]=1)[CH3:5].B(Br)(Br)Br>C(Cl)CCl>[F:1][C:2]1([F:14])[CH2:4][C:3]1([C:6]1[CH:11]=[CH:10][C:9]([OH:12])=[CH:8][CH:7]=1)[CH3:5]. Procedure details: p-(2,2-Difluoro-1-methylcyclopropyl)phenol was prepared from 9.9 g. of p-(2,2-difluoro-1-methylcyclopropyl)anisole and 20 g. of boron tribromide in 200 ml. of ethylene dichloride according to the procedure described above in Example 1, part (c), affording 9 g. of pinkish oil which solidified upon standing. The reactants are CC(C)(C)O, CN(C)c1ccncc1, C(=NC1CCCCC1)=NC1CCCCC1, ClCCl, O=C(O)C1CC(F)(F)C1. Product: CC(C)(C)OC(=O)C1CC(F)(F)C1. RXN SMILES: [CH3:10][C:11]([CH3:12])([CH3:13])[OH:14].[CH3:33][N:34]([CH3:35])[c:36]1[cH:37][cH:38][n:39][cH:40][cH:41]1.[CH:15]1([N:16]=[C:17]=[N:18][CH:19]2[CH2:20][CH2:21][CH2:22][CH2:23][CH2:24]2)[CH2:25][CH2:26][CH2:27][CH2:28][CH2:29]1.[Cl:30][CH2:31][Cl:32].[F:1][C:2]1([F:9])[CH2:3][CH:4]([C:6](=[O:7])[OH:8])[CH2:5]1>>[F:1][C:2]1([F:9])[CH2:3][CH:4]([C:6](=[O:7])[O:8][C:11]([CH3:10])([CH3:12])[CH3:13])[CH2:5]1.